Dataset: the Open Reaction Database (ORD), a public repository of structured organic reaction records. Task: describe an organic reaction: reactants, conditions, products, and yield Reactants: CN1CCNCC1, CO, Nc1cc2c(c(C(=O)O)c1)OCCO2. The product is CN1CCN(C(=O)c2cc(N)cc3c2OCCO3)CC1. As a reaction SMILES: [CH3:15][N:16]1[CH2:17][CH2:18][NH:19][CH2:20][CH2:21]1.[CH3:22][OH:23].[NH2:1][c:2]1[cH:3][c:4]([C:12](=[O:13])[OH:14])[c:5]2[c:6]([cH:11]1)[O:7][CH2:8][CH2:9][O:10]2>>[NH2:1][c:2]1[cH:3][c:4]([C:12](=[O:14])[N:19]2[CH2:18][CH2:17][N:16]([CH3:15])[CH2:21][CH2:20]2)[c:5]2[c:6]([cH:11]1)[O:7][CH2:8][CH2:9][O:10]2. Starting materials: CC(C)(C)c1cc(CBr)cc(C(C)(C)C)n1, C1COCCO1, [Na+], [OH-], O. The product is CC(C)(C)c1cc(CO)cc(C(C)(C)C)n1. As a reaction SMILES: [Br:1][CH2:2][c:3]1[cH:4][c:5]([C:13]([CH3:14])([CH3:15])[CH3:16])[n:6][c:7]([C:9]([CH3:10])([CH3:11])[CH3:12])[cH:8]1.[CH2:17]1[O:18][CH2:20][CH2:21][O:19][CH2:22]1.[Na+:24].[OH-:23].[OH2:25]>>[CH2:2]([c:3]1[cH:4][c:5]([C:13]([CH3:14])([CH3:15])[CH3:16])[n:6][c:7]([C:9]([CH3:10])([CH3:11])[CH3:12])[cH:8]1)[OH:19].